This data is from the Open Reaction Database (ORD), a public repository of structured organic reaction records. The task is: describe an organic reaction: reactants, conditions, products, and yield Starting materials: N(=[N+]=[N-])CCOCCOCCOCCP(OCC)(OCC)=O (diethyl 2-(2-(2-(2-azidoethoxy)ethoxy)ethoxy)ethylphosphonate). The reagents and catalysts are [OH-].[OH-].[Pd+2] (Pd(OH)2). Run in CCO (EtOH). Reaction conditions: time 4 hour. The product is NCCOCCOCCOCCP(OCC)(OCC)=O (diethyl 2-(2-(2-(2-aminoethoxy)ethoxy)ethoxy)ethylphosphonate). As a reaction SMILES: [N:1]([CH2:4][CH2:5][O:6][CH2:7][CH2:8][O:9][CH2:10][CH2:11][O:12][CH2:13][CH2:14][P:15](=[O:22])([O:19][CH2:20][CH3:21])[O:16][CH2:17][CH3:18])=[N+]=[N-]>CCO.[OH-].[OH-].[Pd+2]>[NH2:1][CH2:4][CH2:5][O:6][CH2:7][CH2:8][O:9][CH2:10][CH2:11][O:12][CH2:13][CH2:14][P:15](=[O:22])([O:16][CH2:17][CH3:18])[O:19][CH2:20][CH3:21] |f:2.3.4|. Procedure: To a solution of diethyl 2-(2-(2-(2-azidoethoxy)ethoxy)ethoxy)ethylphosphonate (1 eq) in EtOH (0.1 M) was added Pd(OH)2 (0.05 eq). The reaction mixture was stirred under hydrogen (1 atm) for 4 hours. The mixture was filtered through Celite and washed with MeOH. The solvent was removed en vaccuo. The crude material was purified by flash chromatography on a COMBIFLASH® system (ISCO) using 0-10% MeOH/DCM with 0.5% NH3 to give the product as a colorless oil. The reactants are CC(CC(=O)N[C@H]1C(N(C2=C(CC1)C=CC=C2)CC2=CC=C(C=C2)C=2C(=CC=CC2)C(=O)O)=O)(C)NC(=O)OCC2=CC=CC=C2 (4'-[[2,3,4,5-tetrahydro-3(R)-[[3-methyl-1-oxo-3-[(benzyloxycarbonyl)amino]butyl]amino-]-2-oxo-1H-1-benzazepin-1yl]methyl][1,1'-biphenyl]-2-carboxylic acid), C(C1=CC=CC=C1)N (benzylamine), C44H44N4O5. As a reaction SMILES: [CH3:1][C:2]([NH:36][C:37]([O:39][CH2:40][C:41]1[CH:46]=[CH:45][CH:44]=[CH:43][CH:42]=1)=[O:38])([CH3:35])[CH2:3][C:4]([NH:6][C@@H:7]1[CH2:13][CH2:12][C:11]2[CH:14]=[CH:15][CH:16]=[CH:17][C:10]=2[N:9]([CH2:18][C:19]2[CH:24]=[CH:23][C:22]([C:25]3[C:26]([C:31]([OH:33])=O)=[CH:27][CH:28]=[CH:29][CH:30]=3)=[CH:21][CH:20]=2)[C:8]1=[O:34])=[O:5].[CH2:47]([NH2:54])[C:48]1[CH:53]=[CH:52][CH:51]=[CH:50][CH:49]=1>>[C:48]1([CH2:47][NH:54][C:31]([C:26]2[C:25]([C:22]3[CH:21]=[CH:20][C:19]([CH2:18][N:9]4[C:10]5[CH:17]=[CH:16][CH:15]=[CH:14][C:11]=5[CH2:12][CH2:13][C@@H:7]([NH:6][C:4](=[O:5])[CH2:3][C:2]([NH:36][C:37]([O:39][CH2:40][C:41]5[CH:46]=[CH:45][CH:44]=[CH:43][CH:42]=5)=[O:38])([CH3:1])[CH3:35])[C:8]4=[O:34])=[CH:24][CH:23]=3)=[CH:30][CH:29]=[CH:28][CH:27]=2)=[O:33])[CH:53]=[CH:52][CH:51]=[CH:50][CH:49]=1. Yields the product C1(=CC=CC=C1)CNC(=O)C=1C(=CC=CC1)C1=CC=C(C=C1)CN1C([C@@H](CCC2=C1C=CC=C2)NC(CC(C)(C)NC(=O)OCC2=CC=CC=C2)=O)=O (N-(Phenylmethyl)-4'-[[3(R)-[[3-(benzyloxycarbonyl)amino-3-methyl-1-oxobutyl)amino]-2,3,4,5-tetrahydro-2-oxo-1H-1-benzazepin-1-yl]methyl][1,1'-biphenyl]-2-carboxamide). Procedure details: The title compound was prepared from 4'-[[2,3,4,5-tetrahydro-3(R)-[[3-methyl-1-oxo-3-[(benzyloxycarbonyl)amino]butyl]amino-]-2-oxo-1H-1-benzazepin-1yl]methyl][1,1'-biphenyl]-2-carboxylic acid (Example 72, Step B) and benzylamine according to the procedure described in Example 74, Step A. 1H NMR (200 MHz,CDCl3): 1.31 (s,3H), 1.35 (s,3H), 1.75 (m,1H), 2.30-2.65 (m,5H), 4.23 (d,5 Hz,2H), 4.47 (m,1H), 4.83 (d,14 Hz,1H), 5.02 (s,2H), 5.45 (m,1H), 5.60 (s,1H), 6.68 (d,6Hz,1H), 6.90 (m,2H), 7.10-7.50 (... Reactants: C(CC)C1=NC2=C(N1CC1=CC=C(C=C1)C=1C(=CC=CC1)C(=O)OC(C)(C)C)C=C(C=C2CC)C2=NC1=C(N2C)C=CC=C1 (tert.butyl 4'-[(2-n-propyl-4-ethyl-6-(1-methylbenzimidazol-2-yl)-benzimidazol-1-yl)-methyl]-biphenyl-2-carboxylate), FC(C(=O)O)(F)F (trifluoroacetic acid). Run in C(Cl)Cl (methylene chloride). The product is C(CC)C1=NC2=C(N1CC1=CC=C(C=C1)C=1C(=CC=CC1)C(=O)O)C=C(C=C2CC)C2=NC1=C(N2C)C=CC=C1 (4'-[(2-n-Propyl-4-ethyl-6-(1-methylbenzimidazol-2-yl)-benzimidazol-1-yl)-methyl]-biphenyl-2-carboxylic acid). As a reaction SMILES: [CH2:1]([C:4]1[N:8]([CH2:9][C:10]2[CH:15]=[CH:14][C:13]([C:16]3[C:17]([C:22]([O:24]C(C)(C)C)=[O:23])=[CH:18][CH:19]=[CH:20][CH:21]=3)=[CH:12][CH:11]=2)[C:7]2[CH:29]=[C:30]([C:35]3[N:39]([CH3:40])[C:38]4[CH:41]=[CH:42][CH:43]=[CH:44][C:37]=4[N:36]=3)[CH:31]=[C:32]([CH2:33][CH3:34])[C:6]=2[N:5]=1)[CH2:2][CH3:3].FC(F)(F)C(O)=O>C(Cl)Cl>[CH2:1]([C:4]1[N:8]([CH2:9][C:10]2[CH:11]=[CH:12][C:13]([C:16]3[C:17]([C:22]([OH:24])=[O:23])=[CH:18][CH:19]=[CH:20][CH:21]=3)=[CH:14][CH:15]=2)[C:7]2[CH:29]=[C:30]([C:35]3[N:39]([CH3:40])[C:38]4[CH:41]=[CH:42][CH:43]=[CH:44][C:37]=4[N:36]=3)[CH:31]=[C:32]([CH2:33][CH3:34])[C:6]=2[N:5]=1)[CH2:2][CH3:3]. Procedure: Prepared analogously to Example 1 from tert.butyl 4'-[(2-n-propyl-4-ethyl-6-(1-methylbenzimidazol-2-yl)-benzimidazol-1-yl)-methyl]-biphenyl-2-carboxylate and trifluoroacetic acid in methylene chloride. Yields the product O=C(NC1CCNC1)C1CCCCN1c1nc2ccccc2o1. Starting materials: [OH-], [OH-], [Pd+2], O=C(NC1CCN(Cc2ccccc2)C1)C1CCCCN1c1nc2ccccc2o1. As a reaction SMILES: [OH-:31].[OH-:33].[Pd+2:32].[o:1]1[c:2]([N:10]2[CH:11]([C:16](=[O:17])[NH:18][CH:19]3[CH2:20][N:21]([CH2:24][c:25]4[cH:26][cH:27][cH:28][cH:29][cH:30]4)[CH2:22][CH2:23]3)[CH2:12][CH2:13][CH2:14][CH2:15]2)[n:3][c:4]2[c:5]1[cH:6][cH:7][cH:8][cH:9]2>>[o:1]1[c:2]([N:10]2[CH:11]([C:16](=[O:17])[NH:18][CH:19]3[CH2:20][NH:21][CH2:22][CH2:23]3)[CH2:12][CH2:13][CH2:14][CH2:15]2)[n:3][c:4]2[c:5]1[cH:6][cH:7][cH:8][cH:9]2. Starting materials: BrC1=CC(=C(C=C1)C(C(=O)NC)O)F (2-(4-bromo-2-fluorophenyl)-2-hydroxy-N-methylacetamide), CC1(OB(OC1(C)C)C=1C=NC(=NC1)N)C (5-(4,4,5,5-tetramethyl-1,3,2-dioxaborolan-2-yl)pyrimidin-2-amine), C([O-])([O-])=O.[K+].[K+] (potassium carbonate). Reagents/catalysts: C=1C=CC(=CC1)[P](C=2C=CC=CC2)(C=3C=CC=CC3)[Pd]([P](C=4C=CC=CC4)(C=5C=CC=CC5)C=6C=CC=CC6)([P](C=7C=CC=CC7)(C=8C=CC=CC8)C=9C=CC=CC9)[P](C=1C=CC=CC1)(C=1C=CC=CC1)C=1C=CC=CC1 (tetrakis(triphenylphosphine)palladium). Run in C1(=CC=CC=C1)C (toluene), O1CCOCC1 (1,4-dioxane). Conditions: temperature 100 celsius. Yields the product NC1=NC=C(C=N1)C1=CC(=C(C=C1)C(C(=O)NC)O)F (2-[4-(2-aminopyrimidin-5-yl)-2-fluorophenyl]-2-hydroxy-N-methylacetamide). As a reaction SMILES: Br[C:2]1[CH:7]=[CH:6][C:5]([CH:8]([OH:13])[C:9]([NH:11][CH3:12])=[O:10])=[C:4]([F:14])[CH:3]=1.CC1(C)C(C)(C)OB([C:23]2[CH:24]=[N:25][C:26]([NH2:29])=[N:27][CH:28]=2)O1.C(=O)([O-])[O-].[K+].[K+]>C1(C)C=CC=CC=1.O1CCOCC1.C1C=CC([P]([Pd]([P](C2C=CC=CC=2)(C2C=CC=CC=2)C2C=CC=CC=2)([P](C2C=CC=CC=2)(C2C=CC=CC=2)C2C=CC=CC=2)[P](C2C=CC=CC=2)(C2C=CC=CC=2)C2C=CC=CC=2)(C2C=CC=CC=2)C2C=CC=CC=2)=CC=1>[NH2:29][C:26]1[N:27]=[CH:28][C:23]([C:2]2[CH:7]=[CH:6][C:5]([CH:8]([OH:13])[C:9]([NH:11][CH3:12])=[O:10])=[C:4]([F:14])[CH:3]=2)=[CH:24][N:25]=1 |f:2.3.4,^1:53,55,74,93|. Reported procedure: A mixture of 2-(4-bromo-2-fluorophenyl)-2-hydroxy-N-methylacetamide (0.4 mmol), 5-(4,4,5,5-tetramethyl-1,3,2-dioxaborolan-2-yl)pyrimidin-2-amine (0.11 g, 0.48 mmol), tetrakis(triphenylphosphine)palladium (0.01 g, 0.01 mmol) and potassium carbonate (0.16 g, 1.2 mmol) in toluene (0.6 mL) and 1,4-dioxane (0.6 mL) was heated at 100° C. for 1.5 h. After cooling to RT, the mixture was filtered through a pad of silica gel, washed with 10% methanol in dichloromethane. The filtrate was concentrated under... Reagents/catalysts: C=1C=CC(=CC1)[P](C=2C=CC=CC2)(C=3C=CC=CC3)[Pd]([P](C=4C=CC=CC4)(C=5C=CC=CC5)C=6C=CC=CC6)([P](C=7C=CC=CC7)(C=8C=CC=CC8)C=9C=CC=CC9)[P](C=1C=CC=CC1)(C=1C=CC=CC1)C=1C=CC=CC1 (Tetrakis(triphenylphosphine)palladium(0)). Product: COC(CC1=CC2=CC=C(C=C2C(=C1C)C1=CC=C(C=C1)SC1=CC=C(C=C1)Cl)Cl)=O ({6-chloro-4-[4-(4-chloro-phenylsulfanyl)-phenyl]-3-methyl-naphthalen-2-yl}-acetic acid methyl ester). Procedure: A stirred solution of [6-chloro-3-methyl-4-(4,4,5,5-tetramethyl-[1,3,2]-dioxaborolan-2-yl)-naphthalen-2-yl]-acetic acid methyl ester (0.2 g, 0.53 mmol) in dimethoxyethane (5 mL) was purged with argon for 5 minutes at room temperature. Tetrakis(triphenylphosphine)palladium(0) (0.031 g, 0.027 mmol), crude 1-bromo-4-(4-chlorophenylsulfanyl)-benzene (0.24 g) and 1.0 M aqueous sodium bicarbonate (5 mL, 5 mmol) were added simultaneously to the reaction mixture under argon. The reaction mixture was ref... Isolated yield 35.9%. The reactants are O (Water), COC(CC1=CC2=CC=C(C=C2C(=C1C)B1OC(C(O1)(C)C)(C)C)Cl)=O ([6-chloro-3-methyl-4-(4,4,5,5-tetramethyl-[1,3,2]-dioxaborolan-2-yl)-naphthalen-2-yl]-acetic acid methyl ester), BrC1=CC=C(C=C1)SC1=CC=C(C=C1)Cl (1-bromo-4-(4-chlorophenylsulfanyl)-benzene), C([O-])(O)=O.[Na+] (sodium bicarbonate). As a reaction SMILES: [CH3:1][O:2][C:3](=[O:26])[CH2:4][C:5]1[C:14]([CH3:15])=[C:13](B2OC(C)(C)C(C)(C)O2)[C:12]2[C:7](=[CH:8][CH:9]=[C:10]([Cl:25])[CH:11]=2)[CH:6]=1.Br[C:28]1[CH:33]=[CH:32][C:31]([S:34][C:35]2[CH:40]=[CH:39][C:38]([Cl:41])=[CH:37][CH:36]=2)=[CH:30][CH:29]=1.C(=O)(O)[O-].[Na+].O>C(COC)OC.C1C=CC([P]([Pd]([P](C2C=CC=CC=2)(C2C=CC=CC=2)C2C=CC=CC=2)([P](C2C=CC=CC=2)(C2C=CC=CC=2)C2C=CC=CC=2)[P](C2C=CC=CC=2)(C2C=CC=CC=2)C2C=CC=CC=2)(C2C=CC=CC=2)C2C=CC=CC=2)=CC=1>[CH3:1][O:2][C:3](=[O:26])[CH2:4][C:5]1[C:14]([CH3:15])=[C:13]([C:28]2[CH:33]=[CH:32][C:31]([S:34][C:35]3[CH:40]=[CH:39][C:38]([Cl:41])=[CH:37][CH:36]=3)=[CH:30][CH:29]=2)[C:12]2[C:7](=[CH:8][CH:9]=[C:10]([Cl:25])[CH:11]=2)[CH:6]=1 |f:2.3,^1:57,59,78,97|. Solvent: C(OC)COC (dimethoxyethane). Reactants: OC1=CC=C(C(=O)NC[C@@H](C(=O)OC)N2CCN(CC2)S(=O)(=O)C)C=C1 (methyl (S)-3-(4-hydroxybenzoylamino)-2-(4-methanesulphonylpiperazin-1-yl)propanoate), C(C)(C)(C)[Si](C)(C)OCC#CCCl (tert-butyl(4-chloro-but-2-ynyloxy)-dimethylsilane). Product: [Si](C)(C)(C(C)(C)C)OCC#CCOC1=CC=C(C(=O)NC[C@@H](C(=O)OC)N2CCN(CC2)S(=O)(=O)C)C=C1 (methyl (S)-3-{4-[4-(tert-butyldimethylsilanyloxy)but-2-ynyloxy]benzoyl-amino}-2-(4-methanesulphonylpiperazin-1-yl)propanoate). Isolated yield 89.8%. Reaction SMILES: [OH:1][C:2]1[CH:26]=[CH:25][C:5]([C:6]([NH:8][CH2:9][C@H:10]([N:15]2[CH2:20][CH2:19][N:18]([S:21]([CH3:24])(=[O:23])=[O:22])[CH2:17][CH2:16]2)[C:11]([O:13][CH3:14])=[O:12])=[O:7])=[CH:4][CH:3]=1.[C:27]([Si:31]([O:34][CH2:35][C:36]#[C:37][CH2:38]Cl)([CH3:33])[CH3:32])([CH3:30])([CH3:29])[CH3:28]>>[Si:31]([O:34][CH2:35][C:36]#[C:37][CH2:38][O:1][C:2]1[CH:26]=[CH:25][C:5]([C:6]([NH:8][CH2:9][C@H:10]([N:15]2[CH2:16][CH2:17][N:18]([S:21]([CH3:24])(=[O:23])=[O:22])[CH2:19][CH2:20]2)[C:11]([O:13][CH3:14])=[O:12])=[O:7])=[CH:4][CH:3]=1)([C:27]([CH3:28])([CH3:29])[CH3:30])([CH3:32])[CH3:33]. Reported procedure: In a manner similar to example 4-5, starting from 400 mg (1 mmol) of methyl (S)-3-(4-hydroxybenzoylamino)-2-(4-methanesulphonylpiperazin-1-yl)propanoate (prepared as described in example 4-4) and from 270 mg (1.2 mmol) of tert-butyl(4-chloro-but-2-ynyloxy)-dimethylsilane; 510 mg (88%) of methyl (S)-3-{4-[4-(tert-butyldimethylsilanyloxy)but-2-ynyloxy]benzoyl-amino}-2-(4-methanesulphonylpiperazin-1-yl)propanoate are obtained in the form of a colourless oil.